Dataset: the Open Reaction Database (ORD), a public repository of structured organic reaction records. Task: describe an organic reaction: reactants, conditions, products, and yield Starting materials: O=C1C=CCC1, O=C1NC(=O)c2ccccc21. RXN SMILES: [C:1]1(=[O:6])[CH:2]=[CH:3][CH2:4][CH2:5]1.[O:7]=[C:8]1[NH:9][C:10](=[O:11])[c:12]2[cH:13][cH:14][cH:15][cH:16][c:17]21>>[C:1]1(=[O:6])[CH2:2][CH:3]([N:9]2[C:8](=[O:7])[c:17]3[c:12]([cH:13][cH:14][cH:15][cH:16]3)[C:10]2=[O:11])[CH2:4][CH2:5]1. Yields the product O=C1CCC(N2C(=O)c3ccccc3C2=O)C1. Starting materials: ClC=1C(=C(N)C=CC1)C (3-chloro-2-methylaniline), N(=O)OCCC(C)C (isoamyl nitrite), C1=CC=CC=C1 (benzene). The solvent is CCCCCCC (n-heptane). Run at time 2 hour. Product: ClC=1C(=C(C=CC1)C1=CC=CC=C1)C (3-chloro-2-methyl-[1,1'-biphenyl]). Isolated yield 11.6%. RXN SMILES: [Cl:1][C:2]1[C:3]([CH3:9])=[C:4]([CH:6]=[CH:7][CH:8]=1)N.N(OCCC(C)C)=O.[CH:18]1[CH:23]=[CH:22][CH:21]=[CH:20][CH:19]=1>CCCCCCC>[Cl:1][C:2]1[C:3]([CH3:9])=[C:4]([C:18]2[CH:23]=[CH:22][CH:21]=[CH:20][CH:19]=2)[CH:6]=[CH:7][CH:8]=1. Procedure details: During a 45 minute period 3-chloro-2-methylaniline (141.6 g, 1.0 mole) was added to a stirred solution of isoamyl nitrite (175.6 g, 1.5 moles) in benzene (842 g, 10.0 moles). The reaction mixture was stirred at room temperature for two hours, heated at reflux for one hour, then cooled to room temperature. Approximately 2 l of n-heptane was added to the reaction mixture. Most of the solvents were distilled from the mixture under reduced pressure, followed by distillation at atmospheric pressure (... The reactants are CON(C([C@@H]([C@H]([C@@H](C(COCC1=CC=C(C=C1)OC)(COCC1=CC=C(C=C1)OC)O)OCC1=CC=CC=C1)OCC1=CC=CC=C1)OCC1=CC=CC=C1)=O)C ((2R,3S,4S)-2,3,4-tris-benzyloxy-5-hydroxy-6-(4-methoxy-benzyloxy)-5-(4-methoxy-benzyloxymethyl)-hexanoic acid methoxy-methyl-amide), O1CCCC1 (tetrahydrofuran), C(CCC)[Li] (n-Butyl lithium), O=O (oxygen), BrC=1C=CC(=C(CC2=CC=C(OC3COCC3)C=C2)C1)F (3-[4-(5-bromo-2-fluoro-benzyl)-phenoxy]-tetrahydro-furan), O1CCCC1 (tetrahydrofuran), [Al] (aluminum). The solvent is C(C)OCC (diethyl ether). Run at temperature 10 celsius, time 1 hour. Product: C(C1=CC=CC=C1)OC1C(OC([C@H]([C@@H]1OCC1=CC=CC=C1)OCC1=CC=CC=C1)(COCC1=CC=C(C=C1)OC)COCC1=CC=C(C=C1)OC)(O)C1=CC(=C(C=C1)F)CC1=CC=C(C=C1)OC1COCC1 ((4S,5S)-3,4,5-tris-benzyloxy-2-{4-fluoro-3-[4-(tetrahydro-furan-3-yloxy)-benzyl]-phenyl}-6,6-bis-(4-methoxy-benzyloxymethyl)-tetrahydro-pyran-2-ol). The yield is 34.0%. As a reaction SMILES: [CH2:1]([Li])[CH2:2][CH2:3][CH3:4].O=O.Br[C:9]1[CH:10]=[CH:11][C:12]([F:28])=[C:13]([CH:27]=1)[CH2:14][C:15]1[CH:26]=[CH:25][C:18]([O:19][CH:20]2[CH2:24][CH2:23][O:22][CH2:21]2)=[CH:17][CH:16]=1.CON(C)[C:32](=[O:84])[C@H:33]([O:76]CC1C=CC=CC=1)[C@@H:34]([O:68][CH2:69][C:70]1[CH:75]=[CH:74][CH:73]=[CH:72][CH:71]=1)[C@H:35]([O:60][CH2:61][C:62]1[CH:67]=[CH:66][CH:65]=[CH:64][CH:63]=1)[C:36]([OH:59])([CH2:48][O:49][CH2:50][C:51]1[CH:56]=[CH:55][C:54]([O:57][CH3:58])=[CH:53][CH:52]=1)[CH2:37][O:38][CH2:39][C:40]1[CH:45]=[CH:44][C:43]([O:46][CH3:47])=[CH:42][CH:41]=1.[Al].O1C[CH2:90][CH2:89][CH2:88]1>C(OCC)C>[CH2:1]([O:76][CH:33]1[C@@H:34]([O:68][CH2:69][C:70]2[CH:71]=[CH:72][CH:73]=[CH:74][CH:75]=2)[C@H:35]([O:60][CH2:61][C:62]2[CH:67]=[CH:66][CH:65]=[CH:64][CH:63]=2)[C:36]([CH2:48][O:49][CH2:50][C:51]2[CH:52]=[CH:53][C:54]([O:57][CH3:58])=[CH:55][CH:56]=2)([CH2:37][O:38][CH2:39][C:40]2[CH:41]=[CH:42][C:43]([O:46][CH3:47])=[CH:44][CH:45]=2)[O:59][C:32]1([C:9]1[CH:10]=[CH:11][C:12]([F:28])=[C:13]([CH2:14][C:15]2[CH:26]=[CH:25][C:18]([O:19][CH:20]3[CH2:24][CH2:23][O:22][CH2:21]3)=[CH:17][CH:16]=2)[CH:27]=1)[OH:84])[C:2]1[CH:90]=[CH:89][CH:88]=[CH:4][CH:3]=1. Reported procedure: n-Butyl lithium (1.0 mL, 2.5 M/hexanes, 3.0 equivalents) was added dropwise (1 drop every 5 seconds) to an oxygen degassed solution of 3-[4-(5-bromo-2-fluoro-benzyl)-phenoxy]-tetrahydro-furan (878 mg, 2.50 mmol) in anhydrous tetrahydrofuran (3.0 mL) at −78° C. and the resulting solution was stirred at this temperature for 1 hour. A solution of (2R,3S,4S)-2,3,4-tris-benzyloxy-5-hydroxy-6-(4-methoxy-benzyloxy)-5-(4-methoxy-benzyloxymethyl)-hexanoic acid methoxy-methyl-amide I-1g (650 mg, 0.833 mmo... Starting materials: CCOC(=O)c1cnn(-c2cccc(C(=O)O)c2)c1N, [Na+], [OH-], O. Reaction SMILES: [NH2:1][c:2]1[c:3]([C:16](=[O:17])[O:18][CH2:19][CH3:20])[cH:4][n:5][n:6]1-[c:7]1[cH:8][c:9]([C:10](=[O:11])[OH:12])[cH:13][cH:14][cH:15]1.[Na+:22].[OH-:21].[OH2:23]>>[NH2:1][c:2]1[c:3]([C:16](=[O:17])[OH:18])[cH:4][n:5][n:6]1-[c:7]1[cH:8][c:9]([C:10](=[O:11])[OH:12])[cH:13][cH:14][cH:15]1. Product: Nc1c(C(=O)O)cnn1-c1cccc(C(=O)O)c1. Starting materials: NC1C(NC2=C(C(=N1)C1=CC=CC=C1)C=CC=C2)=O (3(RS)-amino-1,3-dihydro-5-phenyl-2H-1,4-benzodiazepin-2-one), C1(=CC=CC2=CC=CC=C12)C(=O)Cl (1-naphthoyl chloride). Product: C1(=CC=CC2=CC=CC=C12)C(=O)NC1C(NC2=C(C(=N1)C1=CC=CC=C1)C=CC=C2)=O (1,3-Dihydro-3(RS)-(1-naphthoylamino)-5-phenyl-2H-1,4-benzodiazepin-2-one). As a reaction SMILES: [NH2:1][CH:2]1[N:8]=[C:7]([C:9]2[CH:14]=[CH:13][CH:12]=[CH:11][CH:10]=2)[C:6]2[CH:15]=[CH:16][CH:17]=[CH:18][C:5]=2[NH:4][C:3]1=[O:19].[C:20]1([C:30](Cl)=[O:31])[C:29]2[C:24](=[CH:25][CH:26]=[CH:27][CH:28]=2)[CH:23]=[CH:22][CH:21]=1>>[C:20]1([C:30]([NH:1][CH:2]2[N:8]=[C:7]([C:9]3[CH:14]=[CH:13][CH:12]=[CH:11][CH:10]=3)[C:6]3[CH:15]=[CH:16][CH:17]=[CH:18][C:5]=3[NH:4][C:3]2=[O:19])=[O:31])[C:29]2[C:24](=[CH:25][CH:26]=[CH:27][CH:28]=2)[CH:23]=[CH:22][CH:21]=1. Procedure details: The procedure of Example 134 was carried out using 3(RS)-amino-1,3-dihydro-5-phenyl-2H-1,4-benzodiazepin-2-one (39.2 mg, 0.156 mmole) in place of 1,3-dihydro-3(RS)-amino-5-(2-fluorophenyl)-2H-1,4-benzodiazepin-2-one and 1-naphthoyl chloride (29.7 mg, 0.156 mmole) in place of p-trifluoromethylbenzoyl chloride. The product was chromatographed on silica gel (15% (v/v) Et2O in CH2Cl2 elution). The combined product fractions were evaporated to dryness in vacuo and crystallized from Et2O to give the t... The reactants are CO, O=C(O)c1cc2cc(O)ccc2o1, O=S(=O)(O)O. Yields the product COC(=O)c1cc2cc(O)ccc2o1. RXN SMILES: [CH3:19][OH:20].[OH:1][c:2]1[cH:3][cH:4][c:5]2[c:6]([cH:7][c:8]([C:10](=[O:11])[OH:12])[o:9]2)[cH:13]1.[S:14](=[O:15])(=[O:16])([OH:17])[OH:18]>>[OH:1][c:2]1[cH:3][cH:4][c:5]2[c:6]([cH:7][c:8]([C:10]([O:11][CH3:19])=[O:12])[o:9]2)[cH:13]1.